From a dataset of the Open Reaction Database (ORD), a public repository of structured organic reaction records. describe an organic reaction: reactants, conditions, products, and yield The reactants are CC(C)(C)ON=O, BrC(Br)Br, Nc1c([N+](=O)[O-])cnn1-c1c(F)c(F)c(C(F)(F)F)c(F)c1F. The product is O=[N+]([O-])c1cnn(-c2c(F)c(F)c(C(F)(F)F)c(F)c2F)c1Br. RXN SMILES: [C:1]([O:2][N:3]=[O:4])([CH3:5])([CH3:6])[CH3:7].[CH:31]([Br:32])([Br:33])[Br:34].[NH2:8][c:9]1[c:10]([N+:28](=[O:29])[O-:30])[cH:11][n:12][n:13]1-[c:14]1[c:15]([F:27])[c:16]([F:26])[c:17]([C:22]([F:23])([F:24])[F:25])[c:18]([F:21])[c:19]1[F:20]>>[c:9]1([Br:32])[c:10]([N+:28](=[O:29])[O-:30])[cH:11][n:12][n:13]1-[c:14]1[c:15]([F:27])[c:16]([F:26])[c:17]([C:22]([F:23])([F:24])[F:25])[c:18]([F:21])[c:19]1[F:20]. Reactants: NC1=C(C#N)C=CC=C1 (2-aminobenzonitrile), C[O-].[Na+] (sodium methoxide), Cl.NO (hydroxylamine hydrochloride). Run in CO (methanol). Yields the product NC1=C(C(N)=NO)C=CC=C1 (2-Aminobenzamidoxime). As a reaction SMILES: [NH2:1][C:2]1[CH:9]=[CH:8][CH:7]=[CH:6][C:3]=1[C:4]#[N:5].C[O-].[Na+].Cl.[NH2:14][OH:15]>CO>[NH2:1][C:2]1[CH:9]=[CH:8][CH:7]=[CH:6][C:3]=1[C:4](=[N:14][OH:15])[NH2:5] |f:1.2,3.4|. Procedure: A suspension of 2-aminobenzonitrile (10 g, 0.084 mol), sodium methoxide (4.65 g, 0.084 mol) and hydroxylamine hydrochloride (5.88 g, 0.048 mol) in methanol was heated under reflux for 18 hours. The mixture was concentrated to an oil which was partitioned between ethyl acetate and 10% sodium hydroxide solution. The basic phase was separated and extracted three times with ethyl acetate. The combined organic solution was washed three times with saturated brine and dried over magnesium sulphate. Eva... Procedure details: Following the procedure of Example 9(e) 3,5-bis-(4-cyano-phenoxy)-benzoic acid 1.0 g (2.8 mmol) and (4-hydroxy-cyclohexyl)-carbamic acid benzyl ester (0.69 g, 2.8 mmol) were used to afford 0.8 g of the required product. 1H NMR (DMSO-d6): δ 1.21 (4H, m), 1.32 (4H, m), 3.12 (1H, m), 3.32 (1H, m), 4.51 (2H, s), 5.21 (2H, s), 7.3 (10H, m), 7.89 (2H, d). Product: C(C1=CC=CC=C1)OC(=O)NC1CCC(CC1)OC(C1=CC(=CC(=C1)OC1=CC=C(C=C1)C#N)OC1=CC=C(C=C1)C#N)=O (3,5-Bis-(4-cyano-phenoxy)-benzoic Acid 4-benzyloxycarbonylamino-cyclohexyl Ester). The reactants are C(#N)C1=CC=C(OC=2C=C(C(=O)O)C=C(C2)OC2=CC=C(C=C2)C#N)C=C1 (3,5-bis-(4-cyano-phenoxy)-benzoic acid), C(C1=CC=CC=C1)OC(NC1CCC(CC1)O)=O ((4-hydroxy-cyclohexyl)-carbamic acid benzyl ester). As a reaction SMILES: [C:1]([C:3]1[CH:27]=[CH:26][C:6]([O:7][C:8]2[CH:9]=[C:10]([CH:14]=[C:15]([O:17][C:18]3[CH:23]=[CH:22][C:21]([C:24]#[N:25])=[CH:20][CH:19]=3)[CH:16]=2)[C:11]([OH:13])=[O:12])=[CH:5][CH:4]=1)#[N:2].[CH2:28]([O:35][C:36](=[O:45])[NH:37][CH:38]1[CH2:43][CH2:42][CH:41](O)[CH2:40][CH2:39]1)[C:29]1[CH:34]=[CH:33][CH:32]=[CH:31][CH:30]=1>>[CH2:28]([O:35][C:36]([NH:37][CH:38]1[CH2:43][CH2:42][CH:41]([O:12][C:11](=[O:13])[C:10]2[CH:14]=[C:15]([O:17][C:18]3[CH:23]=[CH:22][C:21]([C:24]#[N:25])=[CH:20][CH:19]=3)[CH:16]=[C:8]([O:7][C:6]3[CH:26]=[CH:27][C:3]([C:1]#[N:2])=[CH:4][CH:5]=3)[CH:9]=2)[CH2:40][CH2:39]1)=[O:45])[C:29]1[CH:34]=[CH:33][CH:32]=[CH:31][CH:30]=1. Isolated yield 48.6%. Reaction SMILES: [Cl:1][C:2]1[CH:7]=[CH:6][C:5]([CH2:8][NH:9][C:10]([C:12]2[N:13]=[CH:14][N:15](C(C3C=CC=CC=3)(C3C=CC=CC=3)C3C=CC=CC=3)[CH:16]=2)=[O:11])=[C:4]([F:36])[C:3]=1[O:37][C:38]1[CH:43]=[C:42]([C:44]#[N:45])[CH:41]=[C:40]([Cl:46])[CH:39]=1.[C:47]([OH:53])([C:49]([F:52])([F:51])[F:50])=[O:48]>C(Cl)Cl>[F:50][C:49]([F:52])([F:51])[C:47]([OH:53])=[O:48].[Cl:1][C:2]1[CH:7]=[CH:6][C:5]([CH2:8][NH:9][C:10]([C:12]2[N:13]=[CH:14][NH:15][CH:16]=2)=[O:11])=[C:4]([F:36])[C:3]=1[O:37][C:38]1[CH:43]=[C:42]([C:44]#[N:45])[CH:41]=[C:40]([Cl:46])[CH:39]=1 |f:3.4|. The reactants are ClC1=C(C(=C(C=C1)CNC(=O)C=1N=CN(C1)C(C1=CC=CC=C1)(C1=CC=CC=C1)C1=CC=CC=C1)F)OC1=CC(=CC(=C1)C#N)Cl (N-({4-Chloro-3-[(3-chloro-5-cyanophenyl)oxy]-2-fluorophenyl}methyl)-1-(triphenylmethyl)-1H-imidazole-4-carboxamide), C(=O)(C(F)(F)F)O (TFA). The solvent is C(Cl)Cl (CH2Cl2). The product is FC(C(=O)O)(F)F.ClC1=C(C(=C(C=C1)CNC(=O)C=1N=CNC1)F)OC1=CC(=CC(=C1)C#N)Cl (N-({4-chloro-3-[(3-chloro-5-cyanophenyl)oxy]-2-fluorophenyl}methyl)-1H-imidazole-4-carboxamide trifluoroacetate). Run at time 2.5 hour. Reported procedure: N-({4-Chloro-3-[(3-chloro-5-cyanophenyl)oxy]-2-fluorophenyl}methyl)-1-(triphenylmethyl)-1H-imidazole-4-carboxamide (0.145 g, 0.22 mmol) was dissolved in CH2Cl2 (3 mL) and TFA (3 mL) added. The solution was stirred for 2.5 h. The solvent was evaporated. Purification was accomplished by Reverse-Phase HPLC (water/acetonitrile with 0.1% TFA) to afford the title compound (0.070 g, 60%) as a white solid. 1H NMR (400 MHz, DMSO-d6): δ ppm 9.01 (br. s., 1H), 8.53 (br. s., 1H), 7.94 (s, 1H), 7.83 (s, 1H),... The yield is 60.0%.